Dataset: the Open Reaction Database (ORD), a public repository of structured organic reaction records. Task: describe an organic reaction: reactants, conditions, products, and yield As a reaction SMILES: C[O:2][C:3](=[O:22])/[CH:4]=[CH:5]/[C:6]1[S:10][C:9]2[CH:11]=[C:12]([O:15][CH3:16])[CH:13]=[CH:14][C:8]=2[C:7]=1[CH2:17][CH2:18][CH2:19][CH2:20][CH3:21].[OH-].[Na+]>CO>[CH3:16][O:15][C:12]1[CH:13]=[CH:14][C:8]2[C:7]([CH2:17][CH2:18][CH2:19][CH2:20][CH3:21])=[C:6](/[CH:5]=[CH:4]/[C:3]([OH:22])=[O:2])[S:10][C:9]=2[CH:11]=1 |f:1.2|. Procedure details: As in Example 112, (E)-3-(6-methoxy-3-pentylbenzo[b]thien-2-yl)-2-propenoic acid methyl ester (7.45 g) in methanol (40 mL) was treated with 2N sodium hydroxide solution (25 mL) at reflux for 15 minutes and the normal isolation procedure afforded 7.1 g of (E)-3-(6-methoxy-3-pentylbenzo[b]thien-2-yl)-2-propenoic acid. Crystallization of a sample from 2-propanol provided the analytical specimen, mp 209°-210° C. Anal. Calcd for C17H20O3S: C, 67.08; H, 6.62; S, 10.53 Found: C, 66.51; H, 6.49; S, 10.3... The yield is 99.7%. Reactants: COC(\C=C\C1=C(C2=C(S1)C=C(C=C2)OC)CCCCC)=O ((E)-3-(6-methoxy-3-pentylbenzo[b]thien-2-yl)-2-propenoic acid methyl ester), [OH-].[Na+] (sodium hydroxide). Product: COC=1C=CC2=C(SC(=C2CCCCC)/C=C/C(=O)O)C1 ((E)-3-(6-methoxy-3-pentylbenzo[b]thien-2-yl)-2-propenoic acid). Run in CO (methanol). Starting materials: CC(C)(C)OC(=O)NC1Cc2ccc(N)cc2C1, ClCCl, CCOC(C)=O, CCN(C(C)C)C(C)C, [Cl-], O=C(O)c1ccccc1-c1ccc(C(F)(F)F)cc1. The product is CC(C)(C)OC(=O)NC1Cc2ccc(NC(=O)c3ccccc3-c3ccc(C(F)(F)F)cc3)cc2C1. RXN SMILES: [C:1]([CH3:2])([CH3:3])([CH3:4])[O:5][C:6]([NH:7][CH:8]1[CH2:9][c:10]2[cH:11][cH:12][c:13]([NH2:17])[cH:14][c:15]2[CH2:16]1)=[O:18].[CH2:54]([Cl:55])[Cl:56].[CH3:48][CH2:49][O:50][C:51](=[O:52])[CH3:53].[CH:19]([N:20]([CH:21]([CH3:22])[CH3:23])[CH2:24][CH3:25])([CH3:26])[CH3:27].[Cl-:28].[F:29][C:30]([c:31]1[cH:32][cH:33][c:34](-[c:37]2[c:38]([C:43](=[O:44])[OH:45])[cH:39][cH:40][cH:41][cH:42]2)[cH:35][cH:36]1)([F:46])[F:47]>>[C:1]([CH3:2])([CH3:3])([CH3:4])[O:5][C:6]([NH:7][CH:8]1[CH2:9][c:10]2[cH:11][cH:12][c:13]([NH:17][C:43]([c:38]3[c:37](-[c:34]4[cH:33][cH:32][c:31]([C:30]([F:29])([F:46])[F:47])[cH:36][cH:35]4)[cH:42][cH:41][cH:40][cH:39]3)=[O:44])[cH:14][c:15]2[CH2:16]1)=[O:18]. Starting materials: N1C=NC2=C1C=CC(=C2)C(=O)O (1H-benzoimidazole-5-carboxylic acid), O1CCCC=C1 (3,4-dihydro-2H-pyran), C12(C(=O)CC(CC1)C2(C)C)CS(=O)(=O)O (camphorsulfonic acid). Solvent: C1CCOC1 (THF). Product: O1C(CCCC1)N1C=NC2=C1C=CC(=C2)C(=O)O (1-(tetrahydro-pyran-2-yl)-1H-benzoimidazole-5-carboxylic acid). Isolated yield 60.0%. Reaction SMILES: [NH:1]1[C:5]2[CH:6]=[CH:7][C:8]([C:10]([OH:12])=[O:11])=[CH:9][C:4]=2[N:3]=[CH:2]1.[O:13]1[CH:18]=[CH:17][CH2:16][CH2:15][CH2:14]1.C12(CS(O)(=O)=O)C(C)(C)C(CC1)CC2=O>C1COCC1>[O:13]1[CH2:18][CH2:17][CH2:16][CH2:15][CH:14]1[N:1]1[C:5]2[CH:6]=[CH:7][C:8]([C:10]([OH:12])=[O:11])=[CH:9][C:4]=2[N:3]=[CH:2]1. Reported procedure: To the solution of 1H-benzoimidazole-5-carboxylic acid (1.62 g, 10 mmol) in THF (20 mL) was added 3,4-dihydro-2H-pyran (2 mL) and camphorsulfonic acid (100 mg, 0.42 mmol, 0.04 equiv). The mixture was refluxed for 24 h under argon. Concentration and chromatography afforded 1.5 g (60%) of 1-(tetrahydro-pyran-2-yl)-1H-benzoimidazole-5-carboxylic acid (166) as a light red solid. Reactants: COC(=O)CCCCCCCn1c(=O)[nH]c2ccccc21, FC(F)(F)c1cccc(CCl)c1, [H-], [I-], [Na+], [Na+], CN(C)C=O. Product: COC(=O)CCCCCCCn1c(=O)n(Cc2cccc(C(F)(F)F)c2)c2ccccc21. RXN SMILES: [CH3:3][O:4][C:5]([CH2:6][CH2:7][CH2:8][CH2:9][CH2:10][CH2:11][CH2:12][n:13]1[c:14](=[O:22])[nH:15][c:16]2[c:17]1[cH:18][cH:19][cH:20][cH:21]2)=[O:23].[F:24][C:25]([c:26]1[cH:27][c:28]([CH2:29][Cl:30])[cH:31][cH:32][cH:33]1)([F:34])[F:35].[H-:2].[I-:37].[Na+:1].[Na+:36].[O:38]=[CH:39][N:40]([CH3:41])[CH3:42]>>[CH3:3][O:4][C:5]([CH2:6][CH2:7][CH2:8][CH2:9][CH2:10][CH2:11][CH2:12][n:13]1[c:14](=[O:22])[n:15]([CH2:29][c:28]2[cH:27][c:26]([C:25]([F:24])([F:34])[F:35])[cH:33][cH:32][cH:31]2)[c:16]2[c:17]1[cH:18][cH:19][cH:20][cH:21]2)=[O:23].